From a dataset of the Open Reaction Database (ORD), a public repository of structured organic reaction records. describe an organic reaction: reactants, conditions, products, and yield Reactants: BrC(Br)(Br)Br, CCCCOc1ncc(C(=O)CO)cc1-c1nc2c(CC)n(CCOC)nc2c(=O)[nH]1, ClCCl, c1ccc(P(c2ccccc2)c2ccccc2)cc1. Yields the product CCCCOc1ncc(C(=O)CBr)cc1-c1nc2c(CC)n(CCOC)nc2c(=O)[nH]1. RXN SMILES: [C:51]([Br:52])([Br:53])([Br:54])[Br:55].[CH2:20]([CH2:21][CH2:22][CH3:23])[O:24][c:25]1[n:26][cH:27][c:28]([C:47]([CH2:48][OH:49])=[O:50])[cH:29][c:30]1-[c:31]1[nH:32][c:33](=[O:46])[c:34]2[c:35]([n:36]1)[c:37]([CH2:44][CH3:45])[n:38]([CH2:40][CH2:41][O:42][CH3:43])[n:39]2.[Cl:56][CH2:57][Cl:58].[c:1]1([P:2]([c:3]2[cH:4][cH:5][cH:6][cH:7][cH:8]2)[c:9]2[cH:10][cH:11][cH:12][cH:13][cH:14]2)[cH:15][cH:16][cH:17][cH:18][cH:19]1>>[CH2:20]([CH2:21][CH2:22][CH3:23])[O:24][c:25]1[n:26][cH:27][c:28]([C:47]([CH2:48][Br:52])=[O:50])[cH:29][c:30]1-[c:31]1[nH:32][c:33](=[O:46])[c:34]2[c:35]([n:36]1)[c:37]([CH2:44][CH3:45])[n:38]([CH2:40][CH2:41][O:42][CH3:43])[n:39]2. The reactants are C(#N)C1=C(C=C(C=C1)NC(C(COS(=O)(=O)C)(C)O)=O)C(F)(F)F (N-[4-cyano-3-trifluoromethyl-phenyl]-2-hydroxy-3-(methanesulfonyloxy)-2-methyl-propionamide), Cl (hydrochloric acid), C (charcoal), FC1=CC=C(C=C1)S (4-fluorthiophenol), [OH-].[Na+] (sodium hydroxide). Solvent: C(C)(C)O (isopropanol), O (water), C(C)(C)O (isopropanol). Run at temperature 25 celsius, time 2 hour. The product is C(#N)C1=C(C=C(C=C1)NC(C(CSC1=CC=C(C=C1)F)(C)O)=O)C(F)(F)F (N-[4-cyano-3-trifluoromethyl-phenyl]-3-[4-fluorophenyl-thio]-2-hydroxy-2-methyl-propionamide). Reaction SMILES: [F:1][C:2]1[CH:7]=[CH:6][C:5]([SH:8])=[CH:4][CH:3]=1.[OH-].[Na+].[C:11]([C:13]1[CH:18]=[CH:17][C:16]([NH:19][C:20](=[O:30])[C:21]([OH:29])([CH3:28])[CH2:22]OS(C)(=O)=O)=[CH:15][C:14]=1[C:31]([F:34])([F:33])[F:32])#[N:12].Cl.C>O.C(O)(C)C>[C:11]([C:13]1[CH:18]=[CH:17][C:16]([NH:19][C:20](=[O:30])[C:21]([OH:29])([CH3:28])[CH2:22][S:8][C:5]2[CH:6]=[CH:7][C:2]([F:1])=[CH:3][CH:4]=2)=[CH:15][C:14]=1[C:31]([F:32])([F:34])[F:33])#[N:12] |f:1.2|. Reported procedure: Under nitrogen, to a solution of 25.6 g (0.20 mol) of 4-fluorthiophenol in 500 ml of isopropanol 8.4 g (0.20 mol) of sodium hydroxide in 400 ml of water was added. The mixture was stirred at 25° C. for 2 h, then 58.6 g (16 mmol) of N-[4-cyano-3-trifluoromethyl-phenyl]-2-hydroxy-3-(methanesulfonyloxy)-2-methyl-propionamide in 500 ml of isopropanol was added. Then the mixture was stirred at 25° C. for 5 h, then the pH was adjusted to neutral with concentrated hydrochloric acid and treated with cha... Starting materials: CN(C)c1ccccc1, Cc1ccccc1, COc1ccc(CN2C(=O)C(CCc3ccccc3Cl)NC(=O)c3cc(Cl)ccc32)cc1, O=P(Cl)(Cl)Cl. Yields the product COc1ccc(CN2C(=O)C(CCc3ccccc3Cl)N=C(Cl)c3cc(Cl)ccc32)cc1. As a reaction SMILES: [CH3:33][N:34]([c:35]1[cH:36][cH:37][cH:38][cH:39][cH:40]1)[CH3:41].[CH3:47][c:48]1[cH:49][cH:50][cH:51][cH:52][cH:53]1.[Cl:1][c:2]1[cH:3][c:4]2[c:5]([cH:31][cH:32]1)[N:6]([CH2:22][c:23]1[cH:24][cH:25][c:26]([O:29][CH3:30])[cH:27][cH:28]1)[C:7](=[O:21])[CH:8]([CH2:12][CH2:13][c:14]1[c:15]([Cl:20])[cH:16][cH:17][cH:18][cH:19]1)[NH:9][C:10]2=[O:11].[P:42]([Cl:43])([Cl:44])([Cl:45])=[O:46]>>[Cl:1][c:2]1[cH:3][c:4]2[c:5]([cH:31][cH:32]1)[N:6]([CH2:22][c:23]1[cH:24][cH:25][c:26]([O:29][CH3:30])[cH:27][cH:28]1)[C:7](=[O:21])[CH:8]([CH2:12][CH2:13][c:14]1[c:15]([Cl:20])[cH:16][cH:17][cH:18][cH:19]1)[N:9]=[C:10]2[Cl:44]. Starting materials: NC1=NC(=NC=C1)OCC1=CC=C(CNC(C(F)(F)F)=O)C=C1 (N-(4-((4-Aminopyrimidin-2-yloxy)methyl)benzyl)-2,2,2-trifluoroacetamide), CN (methylamine). The product is NCC1=CC=C(COC2=NC=CC(=N2)N)C=C1 (2-(4-(Aminomethyl)benzyloxy)4-aminopyrimidine). Run in CO (methanol). Procedure details: 150 mg (0.46 mmol) of N-(4-((4-Aminopyrimidin-2-yloxy)methyl)benzyl)-2,2,2-trifluoroacetamide (1) is dissolved in 2 mL methanol and treated with 5 mL methylamine (33% in ethanol). The reaction mixture is stirred at room temperature over night and all volatiles are removed in vacuo. The product is used without further purification in the next step. ESI-MS m/z 231 [M+H]+. RXN SMILES: [NH2:1][C:2]1[CH:7]=[CH:6][N:5]=[C:4]([O:8][CH2:9][C:10]2[CH:23]=[CH:22][C:13]([CH2:14][NH:15]C(=O)C(F)(F)F)=[CH:12][CH:11]=2)[N:3]=1.CN>CO>[NH2:15][CH2:14][C:13]1[CH:12]=[CH:11][C:10]([CH2:9][O:8][C:4]2[N:3]=[C:2]([NH2:1])[CH:7]=[CH:6][N:5]=2)=[CH:23][CH:22]=1. Starting materials: SC=1C=CC2=C(C=CC(O2)(C)C)C1 (6-mercapto-2,2-dimethyl-2H-1-benzopyran), N (ammonia), FC(F)(F)I (trifluoromethyl iodide). The solvent is liquid, C(C)(=O)OCC (ethyl acetate). Run at time 2 hour. The product is CC1(OC2=C(C=C1)C=C(C=C2)SC(F)(F)F)C (2,2-Dimethyl-6-trifluoromethylthio-2H-1-benzopyran). Isolated yield 59.6%. As a reaction SMILES: [SH:1][C:2]1[CH:3]=[CH:4][C:5]2[O:10][C:9]([CH3:12])([CH3:11])[CH:8]=[CH:7][C:6]=2[CH:13]=1.N.[F:15][C:16](I)([F:18])[F:17]>C(OCC)(=O)C>[CH3:12][C:9]1([CH3:11])[CH:8]=[CH:7][C:6]2[CH:13]=[C:2]([S:1][C:16]([F:18])([F:17])[F:15])[CH:3]=[CH:4][C:5]=2[O:10]1. Procedure details: 1.45 g of 6-mercapto-2,2-dimethyl-2H-1-benzopyran (prepared as described in Preparation 6) was suspended in 30 ml of liquid ammonia, and 8.23 g of trifluoromethyl iodide were then added to the suspension at -60° C. in an atmosphere of nitrogen. The resulting mixture was then irradiated at -65° C. for 2 hours and then at 25° C. for 2 hours, using a low pressure mercury lamp. At the end of this time, the reaction mixture was diluted with ethyl acetate and washed with dilute aqueous hydrochloric ac... Starting materials: ClC1=NC=CC(=C1)C1=CC=2N(C(=N1)N1C3CN(C(C1)C3)CC(F)F)C=CN2 (7-(2-chloro-pyridin-4-yl)-5-[5-(2,2-difluoro-ethyl)-2,5-diaza-bicyclo[2.2.1]hept-2-yl]-imidazo[1,2-c]pyrimidine), C[C@@H](C1=CC=CC=C1)N ((S)-α-methylbenzylamine), C=1C=CC(=CC1)P(C=2C=CC=CC2)C3=CC=C4C=CC=CC4=C3C5=C6C=CC=CC6=CC=C5P(C=7C=CC=CC7)C=8C=CC=CC8 (rac-BINAP), CC(C)(C)[O-].[Na+] (NaOtBu). Reagents/catalysts: CC(=O)[O-].CC(=O)[O-].[Pd+2] (Pd(OAc)2). Run in C1(=CC=CC=C1)C (toluene), C(Cl)Cl (DCM). Reaction conditions: temperature 90 celsius, time 3 hour. Product: FC(CN1[C@@H]2CN([C@H](C1)C2)C2=NC(=CC=1N2C=CN1)C1(CC=NC=C1)N[C@@H](C)C1=CC=CC=C1)F ((S)-(4-{5-[5-(2,2-Difluoro-ethyl)-(1S,4S)-2,5-diaza-bicyclo[2.2.1]hept-2-yl]imidazo[1,2-c]pyrimidin-7-yl}-pyridin-4-yl)-(1-phenyl-ethyl)-amine). As a reaction SMILES: Cl[C:2]1[CH:7]=[C:6]([C:8]2[N:13]=[C:12]([N:14]3[CH2:19][CH:18]4[CH2:20][CH:15]3[CH2:16][N:17]4[CH2:21][CH:22]([F:24])[F:23])[N:11]3[CH:25]=[CH:26][N:27]=[C:10]3[CH:9]=2)[CH:5]=[CH:4][N:3]=1.[CH3:28][C@H:29]([NH2:36])[C:30]1[CH:35]=[CH:34][CH:33]=[CH:32][CH:31]=1.C1C=CC(P(C2C(C3C(P(C4C=CC=CC=4)C4C=CC=CC=4)=CC=C4C=3C=CC=C4)=C3C(C=CC=C3)=CC=2)C2C=CC=CC=2)=CC=1.CC([O-])(C)C.[Na+]>C(Cl)Cl.CC([O-])=O.CC([O-])=O.[Pd+2].C1(C)C=CC=CC=1>[F:23][CH:22]([F:24])[CH2:21][N:17]1[CH2:16][C@@H:15]2[CH2:20][C@H:18]1[CH2:19][N:14]2[C:12]1[N:11]2[CH:25]=[CH:26][N:27]=[C:10]2[CH:9]=[C:8]([C:6]2([NH:36][C@H:29]([C:30]3[CH:35]=[CH:34][CH:33]=[CH:32][CH:31]=3)[CH3:28])[CH:5]=[CH:4][N:3]=[CH:2][CH2:7]2)[N:13]=1 |f:3.4,6.7.8|. Procedure: To an RBF was added 7-(2-chloro-pyridin-4-yl)-5-[5-(2,2-difluoro-ethyl)-2,5-diaza-bicyclo[2.2.1]hept-2-yl]-imidazo[1,2-c]pyrimidine (40 mg, 0.10 mmol), 1 mL toluene, and (S)-α-methylbenzylamine (0.015 mL, 0.11 mmol). The mixture was degassed by bubbling nitrogen through solution for 1 h. After Pd(OAc)2 (2 mg, 0.01 mmol), rac-BINAP (6 mg, 0.01 mmol), and NaOtBu (0.20 mg, 0.21 mmol) were added, the mixture was warmed up to 90° C. and stirred for 3 h under nitrogen. The mixture was cooled down to a... As a reaction SMILES: [F-].[K+].[C:3]([C:5]([C:27]#[N:28])=[C:6]1[C:10]([C:11]#[N:12])=[C:9]([C:13]2[CH:18]=[CH:17][C:16]([C:19]#[C:20][Si](C)(C)C)=[CH:15][CH:14]=2)[C:8]([CH3:26])([CH3:25])[O:7]1)#[N:4].O>C1COCC1.CO>[C:11]([C:10]1[C:6](=[C:5]([C:3]#[N:4])[C:27]#[N:28])[O:7][C:8]([CH3:26])([CH3:25])[C:9]=1[C:13]1[CH:18]=[CH:17][C:16]([C:19]#[CH:20])=[CH:15][CH:14]=1)#[N:12] |f:0.1,4.5|. Conditions: time 24 hour. Run in C1CCOC1.CO (THF methanol). Starting materials: [F-].[K+] (Potassium fluoride), C(#N)C(=C1OC(C(=C1C#N)C1=CC=C(C=C1)C#C[Si](C)(C)C)(C)C)C#N (2-dicyanomethylene-3-cyano-5,5-dimethyl-4-(4′-trimethylsilylethynylphenyl)-2,5-dihydrofuran), O (water). Yields the product C(#N)C=1C(OC(C1C1=CC=C(C=C1)C#C)(C)C)=C(C#N)C#N (3-Cyano-2-dicyanomethylene-5,5-dimethyl-4-(4′-ethynyl phenyl)-2,5-dihydrofuran). Procedure: (RS01039) Potassium fluoride (260 mg, 4.5 mmol) was added to a solution of 2-dicyanomethylene-3-cyano-5,5-dimethyl-4-(4′-trimethylsilylethynylphenyl)-2,5-dihydrofuran (500 mg, 1.4 mmol) in degassed THF/methanol (1.5:1, 40 mL). The reaction mixture was stirred for 24 h at room temperature, poured into water, stirred for 1 hr, kept in the refrigerator overnight, filtered and air-dried. The product was recrystallized from dichloromethane/1-propanol. Yield: 330 mg. (90%). mp: 225° C. 1H NMR (400 MHz...